From a dataset of the Open Reaction Database (ORD), a public repository of structured organic reaction records. describe an organic reaction: reactants, conditions, products, and yield Starting materials: N=1C=CN2CCCC3=C(C12)C=C(C=C3)N (5,6-dihydro-4H-1,3a-diaza-benzo[e]azulen-9-ylamine), ClC1=NC=C(C(=N1)NC1=C(C(=O)NC)C=CC=C1Cl)Cl (2-(2,5-dichloro-pyrimidin-4-ylamino)-3-chloro-N-methyl-benzamide), 2-[5-chloro-2-(5,6-dihydro-4H-1,3a-diaza-benzo[e]azulen-9-ylamino)-pyrimidin-4-ylamino]-3-chloro-N-methyl-benzamide. TFA salt. Yields the product ClC=1C(=NC(=NC1)NC=1C=CC2=C(C3=NC=CN3CCC2)C1)NC1=C(C(=O)NC)C=CC=C1Cl (2-[5-Chloro-2-(5,6-dihydro-4H-1,3a-diaza-benzo[e]azulen-9-ylamino)-pyrimidin-4-ylamino]-3-chloro-N-methyl-benzamide). As a reaction SMILES: [N:1]1[CH:2]=[CH:3][N:4]2[C:10]=1[C:9]1[CH:11]=[C:12]([NH2:15])[CH:13]=[CH:14][C:8]=1[CH2:7][CH2:6][CH2:5]2.Cl[C:17]1[N:22]=[C:21]([NH:23][C:24]2[C:33]([Cl:34])=[CH:32][CH:31]=[CH:30][C:25]=2[C:26]([NH:28][CH3:29])=[O:27])[C:20]([Cl:35])=[CH:19][N:18]=1>>[Cl:35][C:20]1[C:21]([NH:23][C:24]2[C:33]([Cl:34])=[CH:32][CH:31]=[CH:30][C:25]=2[C:26]([NH:28][CH3:29])=[O:27])=[N:22][C:17]([NH:15][C:12]2[CH:13]=[CH:14][C:8]3[CH2:7][CH2:6][CH2:5][N:4]4[C:10](=[N:1][CH:2]=[CH:3]4)[C:9]=3[CH:11]=2)=[N:18][CH:19]=1. Procedure details: Following a procedure analogous to Example 1741e, 5,6-dihydro-4H-1,3a-diaza-benzo[e]azulen-9-ylamine and 2-(2,5-dichloro-pyrimidin-4-ylamino)-3-chloro-N-methyl-benzamide was converted to 2-[5-chloro-2-(5,6-dihydro-4H-1,3a-diaza-benzo[e]azulen-9-ylamino)-pyrimidin-4-ylamino]-3-chloro-N-methyl-benzamide. TFA salt: 1H NMR (300 MHz, CD3OD) δ 8.17 (s, 1H), 7.81 (d, 1H), 7.77 (d, 1H), 7.71 (d, 1H), 7.4 (m, 3H), 7.3 (m, 2H), 4.16 (t, 2H), 2.81 (s, 3H), 2.70 (t, 2H), 2.46 (pent, 2H); MS (m/e) 494 (M+1). Starting materials: ClC1=CC=C(C(=O)C=2NC=CC2)C=C1 (2-(4-chlorobenzoyl)pyrrole), O.NN (hydrazine hydrate), [OH-].[K+] (potassium hydroxide), C(COCCO)O (diethylene glycol). Solvent: O (water). The product is ClC1=CC=C(CC=2NC=CC2)C=C1 (2-(4-chlorobenzyl)pyrrole). As a reaction SMILES: [Cl:1][C:2]1[CH:14]=[CH:13][C:5]([C:6]([C:8]2[NH:9][CH:10]=[CH:11][CH:12]=2)=O)=[CH:4][CH:3]=1.O.NN.[OH-].[K+].C(O)COCCO>O>[Cl:1][C:2]1[CH:14]=[CH:13][C:5]([CH2:6][C:8]2[NH:9][CH:10]=[CH:11][CH:12]=2)=[CH:4][CH:3]=1 |f:1.2,3.4|. Procedure: Heat 20 g of 2-(4-chlorobenzoyl)pyrrole, 15 g of hydrazine hydrate, 28 g of potassium hydroxide and 100 ml of diethylene glycol to 150° for 2 hours. Allow the mixture to cool. Dilute it with water to twice its volume. Add hydrochloric acid to it until its pH is about 3 before extracting it with diethyl ether. Free the organic phase from solvent to obtain 2-(4-chlorobenzyl)pyrrole as oil remaining behind. Dissolve the oil in 25 ml of ethanol, and add this solution dropwise to a boiling mixture of... Reactants: C(C)(=O)OCC (Ethyl acetate), Cl (hydrochloric acid), C(C)(C)(C)OC(=O)N[C@@H](CC1=CC=C(C=C1)O)C(=O)O (N-t-butoxycarbonyl-L-tyrosine), C(C)(C)(C)OC(=O)N[C@@H](CC1=CC=C(C=C1)O)C(=O)O (N-t-butoxycarbonyl-L-tyrosine), S(=O)(=O)(OCC)OCC (Diethyl sulfate). Run in [OH-].[Na+] (sodium hydroxide). Conditions: time 2 hour. Product: C(C)(C)(C)OC(=O)N[C@@H](CC1=CC=C(C=C1)OCC)C(=O)O (N-tert-Butoxycarbonyl-O-ethyl-L-tyrosine). RXN SMILES: [C:1]([O:5][C:6]([NH:8][C@H:9]([C:18]([OH:20])=[O:19])[CH2:10][C:11]1[CH:16]=[CH:15][C:14]([OH:17])=[CH:13][CH:12]=1)=[O:7])([CH3:4])([CH3:3])[CH3:2].S(OCC)(O[CH2:25][CH3:26])(=O)=O.C(OCC)(=O)C.Cl>[OH-].[Na+]>[C:1]([O:5][C:6]([NH:8][C@H:9]([C:18]([OH:20])=[O:19])[CH2:10][C:11]1[CH:12]=[CH:13][C:14]([O:17][CH2:25][CH3:26])=[CH:15][CH:16]=1)=[O:7])([CH3:4])([CH3:2])[CH3:3] |f:4.5|. Reported procedure: N-t-butoxycarbonyl-L-tyrosine (II, EXAMPLE 1, (235 g, 835 mmol) is dissolved in sodium hydroxide (4N, 705 mL) at 20-25°. Diethyl sulfate (210 mL, 1.60 mol) is added over 15-20 min. The reaction mixture is stirred for 2 hr, then it is cooled with ice-bath (internal temperature around 15°). Ethyl acetate (1400 mL) is added, followed by slow addition of hydrochloric acid (3N, 1410 mL) for 1 hr. The ethyl acetate layer is separated, and the aqueous layer is extracted with ethyl acetate (1400 mL). Th... Reactants: CC1(CCCC=2C=CC(=CC12)C#CC1=CC=C(C(=O)OCC)C=C1)C (ethyl 4-[(5,6,7,8-tetrahydro-8,8-dimethylnaphth-2-yl)ethynyl]benzoate), CC1(CCCC=2C=CC(=CC12)C#CC1=CC=C(C(=O)OCC)C=C1)C (ethyl 4-[(5,6,7,8-tetrahydro-8,8-dimethylnaphth-2-yl)ethynyl]benzoate), BrN1C(CCC1=O)=O (N-bromosuccinimide), C(C1=CC=CC=C1)(=O)OOC(C1=CC=CC=C1)=O (benzoyl peroxide), C(C)(=S)[O-].[K+] (potassium thioacetate). The solvent is C(Cl)(Cl)(Cl)Cl (CCl4). Product: CC1(CCC(C=2C=CC(=CC12)C#CC1=CC=C(C(=O)OCC)C=C1)C(C)=S)C (Ethyl 4-[(5,6,7,8-tetrahydro-8,8-dimethyl-5-thioacetylnaphth-2-yl)ethynyl]benzoate). RXN SMILES: [CH3:1][C:2]1([CH3:25])[C:11]2[CH:10]=[C:9]([C:12]#[C:13][C:14]3[CH:24]=[CH:23][C:17]([C:18]([O:20][CH2:21][CH3:22])=[O:19])=[CH:16][CH:15]=3)[CH:8]=[CH:7][C:6]=2[CH2:5][CH2:4][CH2:3]1.BrN1C(=O)CCC1=O.C(OOC(=O)C1C=CC=CC=1)(=O)C1C=CC=CC=1.[C:52]([O-])(=[S:54])[CH3:53].[K+]>C(Cl)(Cl)(Cl)Cl>[CH3:25][C:2]1([CH3:1])[C:11]2[CH:10]=[C:9]([C:12]#[C:13][C:14]3[CH:15]=[CH:16][C:17]([C:18]([O:20][CH2:21][CH3:22])=[O:19])=[CH:23][CH:24]=3)[CH:8]=[CH:7][C:6]=2[CH:5]([C:52](=[S:54])[CH3:53])[CH2:4][CH2:3]1 |f:3.4|. Procedure details: To a solution of 543 mg (1.64 mmol) of ethyl 4-[(5,6,7,8-tetrahydro-8,8-dimethylnaphth-2-yl)ethynyl]benzoate (obtainable from Compound M by coupling with ethyl-4-iodobenzoate) in 20 ml of CCl4 was added 320 mg (1.81 mmol) of N-bromosuccinimide and 26 mg (0.11 mmol) of benzoyl peroxide. The mixture was refluxed for 3 hours under argon atmosphere, cooled, filtered through celite and concentrated in vacuo to a dark brown syrup. The syrup was taken up in 20 ml of dry THF and 780 mg (6.9 mmol) of pot... Reactants: amides, C[C@]1(N(CCCC1)CC1=CC=C(C=C1)C(F)(F)F)C(=O)[O-].[Li+] (lithium (R)-2-methyl-1-(4-(trifluoromethyl)benzyl)piperidine-2-carboxylate), Cl.NC1(CC1)C1=CC=C(C(=O)OC)C=C1 (methyl 4-(1-aminocyclopropyl)benzoate hydrochloride). Yields the product C[C@]1(N(CCCC1)CC1=CC=C(C=C1)C(F)(F)F)C(=O)NC1(CC1)C1=CC=C(C(=O)OC)C=C1 ((R)-methyl 4-(1-(2-methyl-1-(4-(trifluoromethyl)benzyl)piperidine-2-carboxamido)cyclopropyl)benzoate). Isolated yield 16.2%. As a reaction SMILES: [CH3:1][C@:2]1([C:19]([O-:21])=O)[CH2:7][CH2:6][CH2:5][CH2:4][N:3]1[CH2:8][C:9]1[CH:14]=[CH:13][C:12]([C:15]([F:18])([F:17])[F:16])=[CH:11][CH:10]=1.[Li+].Cl.[NH2:24][C:25]1([C:28]2[CH:37]=[CH:36][C:31]([C:32]([O:34][CH3:35])=[O:33])=[CH:30][CH:29]=2)[CH2:27][CH2:26]1>>[CH3:1][C@:2]1([C:19]([NH:24][C:25]2([C:28]3[CH:37]=[CH:36][C:31]([C:32]([O:34][CH3:35])=[O:33])=[CH:30][CH:29]=3)[CH2:27][CH2:26]2)=[O:21])[CH2:7][CH2:6][CH2:5][CH2:4][N:3]1[CH2:8][C:9]1[CH:10]=[CH:11][C:12]([C:15]([F:18])([F:17])[F:16])=[CH:13][CH:14]=1 |f:0.1,2.3|. Procedure details: The title compound (D157) (5 mg) was prepared according to the general procedure for amides preparation (Method B) starting from lithium (R)-2-methyl-1-(4-(trifluoromethyl)benzyl)piperidine-2-carboxylate (D112) (20 mg) and methyl 4-(1-aminocyclopropyl)benzoate hydrochloride (17.2 mg). Reactants: [BH4-].[Na+] (sodium borohydride), CC1=C(C(=CC(=C1)C)C)C1=CC(=CC=C1)C=O (2′,4′,6′-Trimethylbiphenyl-3-carbaldehyde), C(CC(O)(C(=O)O)CC(=O)O)(=O)O (citric acid). Solvent: C(C)O (ethanol). Yields the product CC1=C(C(=CC(=C1)C)C)C1=CC(=CC=C1)CO ((2′,4′,6′-trimethylbiphenyl-3-yl)methanol). The yield is 69.9%. As a reaction SMILES: [CH3:1][C:2]1[CH:7]=[C:6]([CH3:8])[CH:5]=[C:4]([CH3:9])[C:3]=1[C:10]1[CH:15]=[CH:14][CH:13]=[C:12]([CH:16]=[O:17])[CH:11]=1.[BH4-].[Na+].C(O)(=O)CC(CC(O)=O)(C(O)=O)O>C(O)C>[CH3:9][C:4]1[CH:5]=[C:6]([CH3:8])[CH:7]=[C:2]([CH3:1])[C:3]=1[C:10]1[CH:15]=[CH:14][CH:13]=[C:12]([CH2:16][OH:17])[CH:11]=1 |f:1.2|. Procedure: 2′,4′,6′-Trimethylbiphenyl-3-carbaldehyde (2.36 g, 10.5 mmol) was dissolved in ethanol (20 mL), and sodium borohydride (0.40 g, 10.6 mmol) was added to the solution. After stirring under ice-cooling for 3 hrs., aqueous citric acid solution was added to the reaction solution. The mixture was extracted with ethyl acetate, washed with saturated brine, dried over magnesium sulfate, and concentrated under reduced pressure. The obtained residue was purified by silica gel column chromatography (ethyl a... Starting materials: CCOc1ccc(OCC)c(N)c1, CCO, FC(F)(F)c1cc(Cl)nc(-c2cccnc2)n1, Cl, [Na+], [OH-], O. Product: CCOc1ccc(OCC)c(Nc2cc(C(F)(F)F)nc(-c3cccnc3)n2)c1. As a reaction SMILES: [CH2:18]([CH3:19])[O:20][c:21]1[c:22]([NH2:23])[cH:24][c:25]([O:28][CH2:29][CH3:30])[cH:26][cH:27]1.[CH2:34]([OH:35])[CH3:36].[Cl:1][c:2]1[n:3][c:4](-[c:12]2[cH:13][n:14][cH:15][cH:16][cH:17]2)[n:5][c:6]([C:8]([F:9])([F:10])[F:11])[cH:7]1.[ClH:31].[Na+:33].[OH-:32].[OH2:37]>>[c:2]1([NH:23][c:22]2[c:21]([O:20][CH2:18][CH3:19])[cH:27][cH:26][c:25]([O:28][CH2:29][CH3:30])[cH:24]2)[n:3][c:4](-[c:12]2[cH:13][n:14][cH:15][cH:16][cH:17]2)[n:5][c:6]([C:8]([F:9])([F:10])[F:11])[cH:7]1. Reactants: CC(CCC(C)=O)C (5-methyl-2-hexanone), C(C=CCO)O (2-butene-1,4-diol), C1CCCCC1 (cyclohexane). The reagents and catalysts are C(CC(O)(C(=O)O)CC(=O)O)(=O)O (citric acid), C1(O)=CC=C(O)C=C1 (hydroquinone). The solvent is O (water). Yields the product C(CC(C)C)C1(OCC=CCO1)C (4,7-dihydro-2-isopentyl-2-methyl-1,3-dioxepin). Isolated yield 82.5%. Reaction SMILES: [CH3:1][CH:2]([CH3:8])[CH2:3][CH2:4][C:5](=[O:7])[CH3:6].[CH2:9](O)[CH:10]=[CH:11][CH2:12][OH:13].C1CCCCC1>C(O)(=O)CC(CC(O)=O)(C(O)=O)O.C1(C=CC(O)=CC=1)O.O>[CH2:4]([C:5]1([CH3:6])[O:13][CH2:12][CH:11]=[CH:10][CH2:9][O:7]1)[CH2:3][CH:2]([CH3:8])[CH3:1]. Procedure: To a one liter flask equipped with heating jacket, agitator and condenser fitted with a Dean-Stark trap was charged 136 grams (1.2 mole) 5-methyl-2-hexanone, 88 grams (1.0 mole) 2-butene-1,4-diol, 160 grams cyclohexane, 2 grams citric acid and 0.3 grams hydroquinone. The mixture was heated with vigorous agitation at reflux (87°- 97°C.) until water no longer continued to be distilled from the reaction mixture (24 hours). The reaction mixture was cooled to room temperature and the citric acid neut... Starting materials: [N+](=O)(O)[O-] (nitric acid), N(=O)[O-].[Na+] (sodium nitrite), C(C)(C)N(C(=O)[C@@H]1[C@]2(C)[C@@H](CC1)[C@@H]1CCC=3C=C(C=CC3[C@H]1CC2)O)C(C)C (N,N-diisopropyl-estr-1,3,5(10)-triene-3-ol-17β-carboxamide), C(C)(=O)O (acetic acid). Solvent: O (water), O (water). Reaction conditions: temperature 75 celsius. Yields the product C(C)(C)N(C(=O)[C@@H]1[C@]2(C)[C@@H](CC1)[C@@H]1CCC=3C=C(C(=CC3[C@H]1CC2)[N+](=O)[O-])O)C(C)C (N,N-diisopropyl-2-nitro-estr-1,3,5(10)-triene-3-ol-17β-carboxamide), C(C)(C)N(C(=O)[C@@H]1[C@]2(C)[C@@H](CC1)[C@@H]1CCC=3C(=C(C=CC3[C@H]1CC2)O)[N+](=O)[O-])C(C)C (N,N-diisopropyl-4-nitro-estr-1,3,5(10)-triene-3-ol-17β-carboxamide). The yield is 20.0%. Reaction SMILES: [CH:1]([N:4]([CH:26]([CH3:28])[CH3:27])[C:5]([C@H:7]1[CH2:12][CH2:11][C@H:10]2[C@H:13]3[C@H:22]([CH2:23][CH2:24][C@:8]12[CH3:9])[C:21]1[CH:20]=[CH:19][C:18]([OH:25])=[CH:17][C:16]=1[CH2:15][CH2:14]3)=[O:6])([CH3:3])[CH3:2].C(O)(=O)C.[N+:33]([O-])([OH:35])=[O:34].[N:37]([O-:39])=[O:38].[Na+]>O>[CH:26]([N:4]([CH:1]([CH3:2])[CH3:3])[C:5]([C@H:7]1[CH2:12][CH2:11][C@H:10]2[C@H:13]3[C@H:22]([CH2:23][CH2:24][C@:8]12[CH3:9])[C:21]1[CH:20]=[C:19]([N+:33]([O-:35])=[O:34])[C:18]([OH:25])=[CH:17][C:16]=1[CH2:15][CH2:14]3)=[O:6])([CH3:28])[CH3:27].[CH:26]([N:4]([CH:1]([CH3:2])[CH3:3])[C:5]([C@H:7]1[CH2:12][CH2:11][C@H:10]2[C@H:13]3[C@H:22]([CH2:23][CH2:24][C@:8]12[CH3:9])[C:21]1[CH:20]=[CH:19][C:18]([OH:25])=[C:17]([N+:37]([O-:39])=[O:38])[C:16]=1[CH2:15][CH2:14]3)=[O:6])([CH3:28])[CH3:27] |f:3.4|. Procedure: A solution of N,N-diisopropyl-estr-1,3,5(10)-triene-3-ol-17β-carboxamide (141 mg, 0.368 mmol) in boiling acetic acid (7 mL) was slowly cooled to 75° C. and treated with a solution of concentrated nitric acid (24.8 μL) in water (1.4 mL) containing a catalytic unit of sodium nitrite. The reaction mixture was allowed to slowly cool to room temperature, then was diluted with water and extracted with ethyl acetate. The extract was washed thoroughly with water, dried, concentrated and purified by chro... Reactants: CCOC(=O)CCC(=O)N1CCC(CN(C(=O)OC(C)(C)C)C(C)c2cccc3ccccc23)C(c2cccc(F)c2)C1, CCO, Cl, [Na+], [OH-]. Yields the product CC(c1cccc2ccccc12)N(CC1CCN(C(=O)CCC(=O)O)CC1c1cccc(F)c1)C(=O)OC(C)(C)C. RXN SMILES: [C:1]([CH3:2])([CH3:3])([CH3:4])[O:5][C:6](=[O:7])[N:8]([CH:9]([CH3:10])[c:11]1[cH:12][cH:13][cH:14][c:15]2[cH:16][cH:17][cH:18][cH:19][c:20]12)[CH2:21][CH:22]1[CH:23]([c:37]2[cH:38][c:39]([F:43])[cH:40][cH:41][cH:42]2)[CH2:24][N:25]([C:28]([CH2:29][CH2:30][C:31](=[O:32])[O:33][CH2:34][CH3:35])=[O:36])[CH2:26][CH2:27]1.[CH3:47][CH2:48][OH:49].[ClH:46].[Na+:45].[OH-:44]>>[C:1]([CH3:2])([CH3:3])([CH3:4])[O:5][C:6](=[O:7])[N:8]([CH:9]([CH3:10])[c:11]1[cH:12][cH:13][cH:14][c:15]2[cH:16][cH:17][cH:18][cH:19][c:20]12)[CH2:21][CH:22]1[CH:23]([c:37]2[cH:38][c:39]([F:43])[cH:40][cH:41][cH:42]2)[CH2:24][N:25]([C:28]([CH2:29][CH2:30][C:31](=[O:32])[OH:33])=[O:36])[CH2:26][CH2:27]1.